Dataset: the Open Reaction Database (ORD), a public repository of structured organic reaction records. Task: describe an organic reaction: reactants, conditions, products, and yield Starting materials: N1=CC=CC=C1 (pyridine), CC(C)(C)OC(=O)OC(=O)OC(C)(C)C (Boc2O), COC(=O)C=1SC(=CC1NC(CCCC(=O)O)C1CCCCC1)C1=CC=CC=C1 (3-(4-Carboxy-1-cyclohexyl-butylamino)-5-phenyl-thiophene-2-carboxylic acid methyl ester). The solvent is O1OCCCC1 (1,2-dioxane). Reaction conditions: temperature 65 celsius. Yields the product COC(=O)C=1SC(=CC1N1C(CCCC1=O)C1CCCCC1)C1=CC=CC=C1 (3-(2-Cyclohexyl-6-oxo-piperidin-1-yl)-5-phenyl-thiophene-2-carboxylic acid methyl ester). Isolated yield 39.3%. RXN SMILES: [CH3:1][O:2][C:3]([C:5]1[S:6][C:7]([C:24]2[CH:29]=[CH:28][CH:27]=[CH:26][CH:25]=2)=[CH:8][C:9]=1[NH:10][CH:11]([CH:18]1[CH2:23][CH2:22][CH2:21][CH2:20][CH2:19]1)[CH2:12][CH2:13][CH2:14][C:15]([OH:17])=O)=[O:4].N1C=CC=CC=1.CC(OC(OC(OC(C)(C)C)=O)=O)(C)C>O1CCCCO1>[CH3:1][O:2][C:3]([C:5]1[S:6][C:7]([C:24]2[CH:25]=[CH:26][CH:27]=[CH:28][CH:29]=2)=[CH:8][C:9]=1[N:10]1[C:15](=[O:17])[CH2:14][CH2:13][CH2:12][CH:11]1[CH:18]1[CH2:19][CH2:20][CH2:21][CH2:22][CH2:23]1)=[O:4]. Procedure details: To a vial containing a solution of 3-(4-Carboxy-1-cyclohexyl-butylamino)-5-phenyl-thiophene-2-carboxylic acid methyl ester (40 mg, 0.096 mmol, 1.0 equiv) in 1,2-dioxane (1.0 mL) was added pyridine (3.8 mg, 0.048 mmol, 0.5 equiv) and Boc2O (25 mg, 0.166 mmol, 1.2 equiv). The vial was then sealed and heated at 65° C. for 18 hours. The solution was concentrated and the residue was purified by silica gel column chromatography, EtOAc/Heptane 5% to 100% to give product 15 mg (yield 39%).